Dataset: the Open Reaction Database (ORD), a public repository of structured organic reaction records. Task: describe an organic reaction: reactants, conditions, products, and yield Starting materials: COC([C@H](CC=1C=C2C=CNC2=CC1)OCC)=O ((S)-2-ethoxy-3-(1H-indol-5-yl)-propionic acid methyl ester), ClCC=1N=C(OC1C)C1=CC(=C(C=C1)F)C (4-chloromethyl-2-(4-fluoro-3-methyl-phenyl)-5-methyl-oxazole). Product: C(C)O[C@H](C(=O)O)CC=1C=C2C=CN(C2=CC1)CC=1N=C(OC1C)C1=CC(=C(C=C1)F)C ((S)-2-Ethoxy-3-{1-[2-(4-fluoro-3-methyl-phenyl)-5-methyl-oxazol-4-ylmethyl]-1H-indol-5-yl}-propionic Acid). The yield is 58.0%. RXN SMILES: C[O:2][C:3](=[O:18])[C@@H:4]([O:15][CH2:16][CH3:17])[CH2:5][C:6]1[CH:7]=[C:8]2[C:12](=[CH:13][CH:14]=1)[NH:11][CH:10]=[CH:9]2.Cl[CH2:20][C:21]1[N:22]=[C:23]([C:27]2[CH:32]=[CH:31][C:30]([F:33])=[C:29]([CH3:34])[CH:28]=2)[O:24][C:25]=1[CH3:26]>>[CH2:16]([O:15][C@@H:4]([CH2:5][C:6]1[CH:7]=[C:8]2[C:12](=[CH:13][CH:14]=1)[N:11]([CH2:20][C:21]1[N:22]=[C:23]([C:27]3[CH:32]=[CH:31][C:30]([F:33])=[C:29]([CH3:34])[CH:28]=3)[O:24][C:25]=1[CH3:26])[CH:10]=[CH:9]2)[C:3]([OH:2])=[O:18])[CH3:17]. Procedure details: Starting from (S)-2-ethoxy-3-(1H-indol-5-yl)-propionic acid methyl ester and 4-chloromethyl-2-(4-fluoro-3-methyl-phenyl)-5-methyl-oxazole, the title compound was obtained in 58% yield as a pale yellow solid. MS: (M−H)− 435.2. Reactants: Br, O=C([O-])O, COc1ccc2c(c1)C1(CCN(CP(C)(C)=O)CC1)OC2c1ccccc1, [Na+], O. Product: CP(C)(=O)CN1CCC2(CC1)OC(c1ccccc1)c1ccc(O)cc12. As a reaction SMILES: [BrH:28].[C:29](=[O:30])([OH:31])[O-:32].[CH3:1][P:2](=[O:3])([CH3:4])[CH2:5][N:6]1[CH2:7][CH2:8][C:9]2([O:10][CH:11]([c:20]3[cH:21][cH:22][cH:23][cH:24][cH:25]3)[c:12]3[cH:13][cH:14][c:15]([O:18][CH3:19])[cH:16][c:17]32)[CH2:26][CH2:27]1.[Na+:33].[OH2:34]>>[CH3:1][P:2](=[O:3])([CH3:4])[CH2:5][N:6]1[CH2:7][CH2:8][C:9]2([O:10][CH:11]([c:20]3[cH:21][cH:22][cH:23][cH:24][cH:25]3)[c:12]3[cH:13][cH:14][c:15]([OH:18])[cH:16][c:17]32)[CH2:26][CH2:27]1. Starting materials: COC(C)(Cc1csc(Nc2ncc(Br)cc2Oc2ccccc2)n1)C(=O)O, CN1CCOCC1, CCN=C=NCCCN(C)C, CC(=O)NN, ClCCl, CN(C)C=O, On1nnc2ccccc21. Product: COC(C)(Cc1csc(Nc2ncc(Br)cc2Oc2ccccc2)n1)C(=O)NNC(C)=O. As a reaction SMILES: [Br:1][c:2]1[cH:3][c:4]([O:22][c:23]2[cH:24][cH:25][cH:26][cH:27][cH:28]2)[c:5]([NH:8][c:9]2[s:10][cH:11][c:12]([CH2:14][C:15]([C:16](=[O:17])[OH:18])([CH3:19])[O:20][CH3:21])[n:13]2)[n:6][cH:7]1.[CH3:29][N:30]1[CH2:31][CH2:32][O:33][CH2:34][CH2:35]1.[CH3:46][CH2:47][N:48]=[C:49]=[N:50][CH2:51][CH2:52][CH2:53][N:54]([CH3:55])[CH3:56].[CH3:57][C:58](=[O:59])[NH:60][NH2:61].[Cl:62][CH2:63][Cl:64].[O:65]=[CH:66][N:67]([CH3:68])[CH3:69].[OH:36][n:37]1[c:38]2[c:39]([cH:40][cH:41][cH:42][cH:43]2)[n:44][n:45]1>>[Br:1][c:2]1[cH:3][c:4]([O:22][c:23]2[cH:24][cH:25][cH:26][cH:27][cH:28]2)[c:5]([NH:8][c:9]2[s:10][cH:11][c:12]([CH2:14][C:15]([C:16](=[O:17])[NH:61][NH:60][C:58]([CH3:57])=[O:59])([CH3:19])[O:20][CH3:21])[n:13]2)[n:6][cH:7]1. Reactants: [N-]=[N+]=[N-].[Na+] (sodium azide), C(C)(=O)OCC (ethyl acetate), C(#N)CCOC(=O)C1=C(NC(=C(C1C1=CC(=CC=C1)Cl)C(NCCC(C1=CC=CC=C1)C1=CC=CC=C1)=O)COCCCl)C (6-(2-chloroethoxy) methyl-4-(3-chlorophenyl)-5-(3,3-diphenylpropylcarbamoyl)-2-methyl-1,4-dihydropyridine-3-carboxylic acid (2-cyanoethyl) ester), [I-].[Na+] (sodium iodide). The solvent is CN(C)C=O (DMF), CC(C)O (2-propanol). Run at temperature 60 celsius, time 20 hour. Yields the product C(#N)CCOC(=O)C1=C(NC(=C(C1C1=CC(=CC=C1)Cl)C(NCCC(C1=CC=CC=C1)C1=CC=CC=C1)=O)COCCN=[N+]=[N-])C (6-(2-azidoethoxy) methyl-4-(3-chlorophenyl)-5-(3,3-diphenylpropylcarbamoyl)-2-methyl-1,4-dihydropyridine-3-carboxylic acid (2-cyanoethyl) ester). As a reaction SMILES: [C:1]([CH2:3][CH2:4][O:5][C:6]([C:8]1[CH:13]([C:14]2[CH:19]=[CH:18][CH:17]=[C:16]([Cl:20])[CH:15]=2)[C:12]([C:21](=[O:38])[NH:22][CH2:23][CH2:24][CH:25]([C:32]2[CH:37]=[CH:36][CH:35]=[CH:34][CH:33]=2)[C:26]2[CH:31]=[CH:30][CH:29]=[CH:28][CH:27]=2)=[C:11]([CH2:39][O:40][CH2:41][CH2:42]Cl)[NH:10][C:9]=1[CH3:44])=[O:7])#[N:2].[I-].[Na+].[N-:47]=[N+:48]=[N-:49].[Na+].C(OCC)(=O)C>CC(O)C.CN(C=O)C>[C:1]([CH2:3][CH2:4][O:5][C:6]([C:8]1[CH:13]([C:14]2[CH:19]=[CH:18][CH:17]=[C:16]([Cl:20])[CH:15]=2)[C:12]([C:21](=[O:38])[NH:22][CH2:23][CH2:24][CH:25]([C:26]2[CH:27]=[CH:28][CH:29]=[CH:30][CH:31]=2)[C:32]2[CH:37]=[CH:36][CH:35]=[CH:34][CH:33]=2)=[C:11]([CH2:39][O:40][CH2:41][CH2:42][N:47]=[N+:48]=[N-:49])[NH:10][C:9]=1[CH3:44])=[O:7])#[N:2] |f:1.2,3.4|. Reported procedure: 270 mg (0.430 mmol) of 6-(2-chloroethoxy) methyl-4-(3-chlorophenyl)-5-(3,3-diphenylpropylcarbamoyl)-2-methyl-1,4-dihydropyridine-3-carboxylic acid (2-cyanoethyl) ester was dissolved in 3 ml of 2-propanol. 600 mg (0.400 mmol) of sodium iodide was added thereto and stirred at 60° C. for 20 hours. After the solvent was evaporated under reduced pressure, sodium iodide separated by adding dichloromethane was taken by filtration. The filtrate was concentrated under reduced pressure and stirred togethe... Reactants: C(C)(=O)OC(C(C)C)C1=CC(=C(C=C1)C(CCCC)OCOC)F (1-[3-fluoro-4-[1-(methoxymethoxy)pentyl]phenyl]-2-methylpropyl acetate), Cl (hydrochloric acid). Solvent: C(C)(=O)O (acetic acid). Reaction conditions: time 1 hour. The product is C(C)(=O)OC(C(C)C)C1=CC(=C(C=C1)C(CCCC)O)F (1-[3-fluoro-4-(1-hydroxypentyl)phenyl]-2-methylpropyl acetate). Yield: 73.1%. RXN SMILES: [C:1]([O:4][CH:5]([C:9]1[CH:14]=[CH:13][C:12]([CH:15]([O:20]COC)[CH2:16][CH2:17][CH2:18][CH3:19])=[C:11]([F:24])[CH:10]=1)[CH:6]([CH3:8])[CH3:7])(=[O:3])[CH3:2].Cl>C(O)(=O)C>[C:1]([O:4][CH:5]([C:9]1[CH:14]=[CH:13][C:12]([CH:15]([OH:20])[CH2:16][CH2:17][CH2:18][CH3:19])=[C:11]([F:24])[CH:10]=1)[CH:6]([CH3:7])[CH3:8])(=[O:3])[CH3:2]. Procedure details: A mixture of 1-[3-fluoro-4-[1-(methoxymethoxy)pentyl]phenyl]-2-methylpropyl acetate (110 mg) and 1N hydrochloric acid (0.3 ml) in acetic acid (3 ml) was stirred at room temperature for 1 hour. The solvent was evaporated under reduced pressure, and the residue was dissolved in ethyl acetate. The organic solution was washed with aqueous sodium bicarbonate, water and brine, dried over magnesium sulfate and concentrated. The residue was chromatographed on silica gel column eluting with a mixture of ...